This data is from the Open Reaction Database (ORD), a public repository of structured organic reaction records. The task is: describe an organic reaction: reactants, conditions, products, and yield Procedure: To a solution of 11 (2.2 g, 4.80 mmol) in THF (50.0 mL) at 0° C. was added triphenyl phosphine (5.0 g, 19.2 mmol), diethylazodicarboxylate (3.3 g, 19.2 mmol), Diphenylphosphoryl azide (2.5 g, 9.6 mmol) sequentially. The reaction mixture was stirred at room temperature for 24 h after which it was concentrated under vacuum and purified on silica gel to get the desired azide (1.6 g, 70% yield). Rf=0.35 (10% ethyl acetate/hexanes). [α]23D=+16.3 (c 1.6, CHCl3). 1H NMR (400 MHz, Chloroform-d) δ 7.56-7... Run at time 24 hour. Run in C1CCOC1 (THF). As a reaction SMILES: C(O[CH:4]1[CH2:8][CH:7]2[C:9](=[O:13])[CH2:10][CH2:11]C[CH:6]2[O:5]1)C.C1(P(C2C=CC=CC=2)C2C=CC=CC=2)C=CC=CC=1.CC[O:35]C(/N=N/C(OCC)=O)=O.C1(P([N:59]=[N+:60]=[N-:61])(C2C=CC=CC=2)=O)C=CC=CC=1>C1COCC1>[N:59]([C@@H:8]1[C@@H:7]2[C@@H:6]([O:35][CH2:11][CH2:10][C@@H:9]2[OH:13])[O:5][CH2:4]1)=[N+:60]=[N-:61]. The reactants are C(C)OC1OC2C(C1)C(CCC2)=O (2-Ethoxyhexahydrobenzofuran-4(2H)-one), C1(=CC=CC=C1)P(C1=CC=CC=C1)C1=CC=CC=C1 (triphenyl phosphine), CCOC(=O)/N=N/C(=O)OCC (diethylazodicarboxylate), C1(=CC=CC=C1)P(=O)(C1=CC=CC=C1)N=[N+]=[N-] (Diphenylphosphoryl azide). Product: N(=[N+]=[N-])[C@H]1CO[C@@H]2OCC[C@@H]([C@@H]21)O ((3R,3aS,4S,7aS)-3-Azidohexahydro-2H-furo[2,3-b]pyran-4-ol). Isolated yield 180.0%. Reactants: NCC(=O)N[C@@H](CCCNC(N)=N)C(=O)O (H-Gly-Arg), N([C@H](CCC(OC(C)(C)C)=O)C(=O)ON1C(=O)CCC1=O)C(=O)OCC1=CC=CC=C1 (Z-D-Glu(OtBu)-OSu). Solvent: CN(C)C=O (DMF). Yields the product N([C@H](CCC(OC(C)(C)C)=O)C(=O)NCC(=O)N[C@@H](CCCNC(N)=N)C(=O)O)C(=O)OCC1=CC=CC=C1 (Z-D-Glu(OtBu)-Gly-Arg). The yield is 111.9%. RXN SMILES: [NH2:1][CH2:2][C:3]([NH:5][C@H:6]([C:14]([OH:16])=[O:15])[CH2:7][CH2:8][CH2:9][NH:10][C:11](=[NH:13])[NH2:12])=[O:4].[NH:17]([C:38]([O:40][CH2:41][C:42]1[CH:47]=[CH:46][CH:45]=[CH:44][CH:43]=1)=[O:39])[C@@H:18]([C:28](ON1C(=O)CCC1=O)=[O:29])[CH2:19][CH2:20][C:21](=[O:27])[O:22][C:23]([CH3:26])([CH3:25])[CH3:24]>CN(C=O)C>[NH:17]([C:38]([O:40][CH2:41][C:42]1[CH:47]=[CH:46][CH:45]=[CH:44][CH:43]=1)=[O:39])[C@@H:18]([C:28]([NH:1][CH2:2][C:3]([NH:5][C@H:6]([C:14]([OH:16])=[O:15])[CH2:7][CH2:8][CH2:9][NH:10][C:11](=[NH:12])[NH2:13])=[O:4])=[O:29])[CH2:19][CH2:20][C:21](=[O:27])[O:22][C:23]([CH3:24])([CH3:26])[CH3:25]. Procedure details: After 4.4 g (10 mM) of H-Gly-Arg-CHA.2HCl was dissolved in 20 ml of 0.75N NEM/DMF, 4.3 g (10 mM) of Z-D-Glu(OtBu)-OSu was added to the solution while cooling to 0° to 5° C. with stirring. The resulting mixture was reacted at room temperature for 15 hours. After completion of the reaction, the solvent was distilled under reduced pressure. The residue was dissolved in MeOH and the solution was reprecipitated in 1 liter of AcOEt. The precipitated crystals were taken by filtration and dried to give ... The reactants are C(CCCCC)[Si](Cl)(Cl)CCCCCC (di-n-hexyldichlorosilane), CC=1CC2=CC=CC=C2C1 (2-methylindene), C1(=CC=CC=C1)C (toluene), C(CCC)[Li] (n-butyllithium). Run in O (water), C1CCOC1 (THF). Run at temperature 80 celsius, time 1 hour. The product is C(CCCCC)[Si](C1C(=CC2=CC=CC=C12)C)(C1C(=CC2=CC=CC=C12)C)CCCCCC (Di-n-hexylbis(2-methyl-indenyl)silane). RXN SMILES: [CH3:1][C:2]1[CH2:3][C:4]2[C:9]([CH:10]=1)=[CH:8][CH:7]=[CH:6][CH:5]=2.[C:11]1([CH3:17])[CH:16]=[CH:15][CH:14]=[CH:13][CH:12]=1.[CH2:18]([Li])[CH2:19][CH2:20]C.[CH2:23]([Si:29]([CH2:32][CH2:33][CH2:34][CH2:35][CH2:36][CH3:37])(Cl)Cl)[CH2:24][CH2:25][CH2:26][CH2:27][CH3:28]>O.C1COCC1>[CH2:23]([Si:29]([CH2:32][CH2:33][CH2:34][CH2:35][CH2:36][CH3:37])([CH:18]1[C:16]2[C:11](=[CH:12][CH:13]=[CH:14][CH:15]=2)[CH:17]=[C:19]1[CH3:20])[CH:3]1[C:4]2[C:9](=[CH:8][CH:7]=[CH:6][CH:5]=2)[CH:10]=[C:2]1[CH3:1])[CH2:24][CH2:25][CH2:26][CH2:27][CH3:28]. Procedure details: 9.2 g (70.7 mmoles) of 2-methylindene are introduced into 200 mL of toluene and 15 mL of THF, and 28.3 mL of n-butyllithium (2.5 M in toluene) are added without interruption at room temperature. After this addition is complete, the mixture is heated to 80° C. and stirred at this temperature for one hour. It is allowed to cool to 40° C., then 9.5 g (35.4 mmoles) of di-n-hexyldichlorosilane are slowly added dropwise. After this addition, the reaction solution is stirred for three hours at 60° C. a...